This data is from the Open Reaction Database (ORD), a public repository of structured organic reaction records. The task is: describe an organic reaction: reactants, conditions, products, and yield Starting materials: BrC1=CC=C(C=C1)C (4-bromotoluene), C[Si](C)(C)C#C (trimethylsilyl acetylene). The reagents and catalysts are Cl[Pd]([P](C1=CC=CC=C1)(C2=CC=CC=C2)C3=CC=CC=C3)([P](C4=CC=CC=C4)(C5=CC=CC=C5)C6=CC=CC=C6)Cl (bis(triphenylphosphine)palladium(II) dichloride), [Cu](I)I (copper Iodide). Solvent: C(C)(C)NC(C)C (diisopropylamine). Conditions: temperature 80 celsius. Product: C[Si](C1=CC(=C(C=C1)C)C#C)(C)C (4-Trimethylsilyl Ethynyl Toluene). Yield: 96.3%. As a reaction SMILES: Br[C:2]1[CH:7]=[CH:6][C:5]([CH3:8])=[CH:4][CH:3]=1.[CH3:9][Si:10]([C:13]#[CH:14])([CH3:12])[CH3:11]>C(NC(C)C)(C)C.Cl[Pd](Cl)([P](C1C=CC=CC=1)(C1C=CC=CC=1)C1C=CC=CC=1)[P](C1C=CC=CC=1)(C1C=CC=CC=1)C1C=CC=CC=1.[Cu](I)I>[CH3:9][Si:10]([CH3:12])([CH3:11])[C:13]1[CH:3]=[CH:4][C:5]([CH3:8])=[C:6]([C:7]#[CH:2])[CH:14]=1 |^1:24,43|. Reported procedure: Under an argon atmosphere, 33 g (0.193 mol) of 4-bromotoluene, 2.7 g (3.85 mmol) of bis(triphenylphosphine)palladium(II) dichloride and 0.735 mg (3.85 mmol) of copper Iodide were put into a 1 L 3-necked flask equipped with a stirrer, thermometer and reflux condenser, and dissolved in 500 ml of diisopropylamine. 37.9 g (0.385 mol) of trimethylsilyl acetylene was slowly dropped into the resluting solution at room temperature. The reaction mixture was slowly heated to 80° C. and refluxed for 12 hou... Reactants: O=C([O-])[O-], CCOC(Cc1ccc(O)cc1F)C(=O)OC, Cc1oc(-c2ccccc2)nc1CCl, [Cs+], [Cs+], [I-], [K+]. Product: CCOC(Cc1ccc(OCc2nc(-c3ccccc3)oc2C)cc1F)C(=O)OC. RXN SMILES: [C:32](=[O:33])([O-:34])[O-:35].[CH3:1][O:2][C:3]([CH:4]([CH2:5][c:6]1[c:7]([F:13])[cH:8][c:9]([OH:12])[cH:10][cH:11]1)[O:14][CH2:15][CH3:16])=[O:17].[Cl:18][CH2:19][c:20]1[n:21][c:22](-[c:26]2[cH:27][cH:28][cH:29][cH:30][cH:31]2)[o:23][c:24]1[CH3:25].[Cs+:36].[Cs+:37].[I-:39].[K+:38]>>[CH3:1][O:2][C:3]([CH:4]([CH2:5][c:6]1[c:7]([F:13])[cH:8][c:9]([O:12][CH2:19][c:20]2[n:21][c:22](-[c:26]3[cH:27][cH:28][cH:29][cH:30][cH:31]3)[o:23][c:24]2[CH3:25])[cH:10][cH:11]1)[O:14][CH2:15][CH3:16])=[O:17]. RXN SMILES: [C:1]([OH:10])(=[O:9])[C@@H:2]([C@H:4]([C:6]([OH:8])=[O:7])[OH:5])[OH:3].[CH3:11][CH:12]1[CH2:17][CH2:16][CH2:15][NH:14][CH2:13]1>O>[C:6]([C@@H:4]([C@H:2]([C:1]([O-:10])=[O:9])[OH:3])[OH:5])([O-:8])=[O:7].[CH3:11][C@@H:12]1[CH2:17][CH2:16][CH2:15][NH2+:14][CH2:13]1.[CH3:1][C@@H:2]1[CH2:4][CH2:6][CH2:15][NH2+:14][CH2:13]1 |f:3.4.5|. The yield is 30.7%. Starting materials: C([C@H](O)[C@@H](O)C(=O)O)(=O)O (L-(+)-tartaric acid), CC1CNCCC1 (racemic 3-methyl-piperidine). Procedure: To a solution of L-(+)-tartaric acid (37.9 g, 0.253 mol) in H2O (40 mL), racemic 3-methyl-piperidine (25 g, 0.252 mol) was added slowly. The mixture was kept at room temperature for 2 h. The desired isomer was crystallized from water and collected by filtration. The solid obtained was recrystallized three times from MeOH/EtOH/H2O=50/25/2 (154 mL) to give the desired product (13.5 g) as a white solid (99.6% ee). [Enantiomeric excess (% ee) was determined by HPLC after derivatization with Cbz-Val]... The solvent is O (H2O). The product is C(=O)([O-])[C@H](O)[C@@H](O)C(=O)[O-].C[C@H]1C[NH2+]CCC1.C[C@H]1C[NH2+]CCC1 ((R)-3-Methylpiperidinium L-(+)-tartrate). Conditions: time 2 hour. The reactants are [BH3-]C#N, Cc1cc(Nc2nccc(C(F)(F)F)n2)cc(-c2cnc(C=O)s2)c1, CC(=O)O, NCC1CCC(=O)N1, [Na+], CN(C)C=O. Yields the product Cc1cc(Nc2nccc(C(F)(F)F)n2)cc(-c2cnc(CNCC3CCC(=O)N3)s2)c1. As a reaction SMILES: [C:39]([BH3-:40])#[N:41].[CH3:1][c:2]1[cH:3][c:4](-[c:19]2[cH:20][n:21][c:22]([CH:24]=[O:25])[s:23]2)[cH:5][c:6]([NH:8][c:9]2[n:10][cH:11][cH:12][c:13]([C:15]([F:16])([F:17])[F:18])[n:14]2)[cH:7]1.[CH3:43][C:44](=[O:45])[OH:46].[NH2:26][CH2:27][CH:28]1[CH2:29][CH2:30][C:31](=[O:33])[NH:32]1.[Na+:42].[O:34]=[CH:35][N:36]([CH3:37])[CH3:38]>>[CH3:1][c:2]1[cH:3][c:4](-[c:19]2[cH:20][n:21][c:22]([CH2:24][NH:26][CH2:27][CH:28]3[CH2:29][CH2:30][C:31](=[O:33])[NH:32]3)[s:23]2)[cH:5][c:6]([NH:8][c:9]2[n:10][cH:11][cH:12][c:13]([C:15]([F:16])([F:17])[F:18])[n:14]2)[cH:7]1.